describe an organic reaction: reactants, conditions, products, and yield From a dataset of the Open Reaction Database (ORD), a public repository of structured organic reaction records. The reactants are CCOC1=NCCc2ccccc21, CCO, NN. The product is NNC1=NCCc2ccccc21. As a reaction SMILES: [CH2:1]([O:2][C:4]1=[N:5][CH2:6][CH2:7][c:8]2[cH:9][cH:10][cH:11][cH:12][c:13]21)[CH3:3].[CH3:16][CH2:17][OH:18].[NH2:14][NH2:15]>>[C:4]1([NH:14][NH2:15])=[N:5][CH2:6][CH2:7][c:8]2[cH:9][cH:10][cH:11][cH:12][c:13]21.